Dataset: the Open Reaction Database (ORD), a public repository of structured organic reaction records. Task: describe an organic reaction: reactants, conditions, products, and yield The reactants are BrC1=C(C=C(C=C1)NC(C)=O)OCCN1CCCCC1 (N-[4-Bromo-3-(2-{piperidin-1-yl}ethoxy)phenyl]acetamide), Cl (hydrochloric acid). Solvent: O (water). Yields the product BrC1=C(C=C(N)C=C1)OCCN1CCCCC1 (4-Bromo-3-(2-{piperidin-1-yl}ethoxy)aniline). The yield is 89.0%. RXN SMILES: [Br:1][C:2]1[CH:7]=[CH:6][C:5]([NH:8]C(=O)C)=[CH:4][C:3]=1[O:12][CH2:13][CH2:14][N:15]1[CH2:20][CH2:19][CH2:18][CH2:17][CH2:16]1.Cl>O>[Br:1][C:2]1[CH:7]=[CH:6][C:5]([NH2:8])=[CH:4][C:3]=1[O:12][CH2:13][CH2:14][N:15]1[CH2:20][CH2:19][CH2:18][CH2:17][CH2:16]1. Procedure details: N-[4-Bromo-3-(2-{piperidin-1-yl}ethoxy)phenyl]acetamide (17.48 g), 35% hydrochloric acid (100 ml) and water (100 ml) were heated at 95° C. for 2 h, evaporated to near dryness, water (100 ml) added and the pH adjusted to 8 with sodium carbonate. Extraction with dichloromethane (3×200 ml), the combined organic phase washed with water, brine, dried (MgSO4) and evaporated to give the product as a solid (13.64 g).